Task: describe an organic reaction: reactants, conditions, products, and yield. Dataset: the Open Reaction Database (ORD), a public repository of structured organic reaction records The reactants are Cl (HCl), BrC1=C(C=C2CCN(C(C2=C1)C(=O)OCC)C(C(=O)N(CCCC#CC=1SC=CC1)C(C)(C)C)=O)OC (ethyl 7-bromo-2-(2-(tert-butyl(5-(thiophen-2-yl)pent-4-ynyl)amino)-2-oxoacetyl)-6-methoxy-1,2,3,4-tetrahydroisoquinoline-1-carboxylate), [OH-].[K+] (KOH). The solvent is O (water), O1CCOCC1 (dioxane), O (water). Reaction conditions: time 3 hour. Product: BrC1=C(C=C2CCN(C(C2=C1)C(=O)O)C(C(=O)N(CCCC#CC=1SC=CC1)C(C)(C)C)=O)OC (7-bromo-2-(2-(tert-butyl(5-(thiophen-2-yl)pent-4-ynyl)amino)-2-oxoacetyl)-6-methoxy-1,2,3,4-tetrahydroisoquinoline-1-carboxylic acid). RXN SMILES: [Br:1][C:2]1[CH:11]=[C:10]2[C:5]([CH2:6][CH2:7][N:8]([C:17](=[O:35])[C:18]([N:20]([C:31]([CH3:34])([CH3:33])[CH3:32])[CH2:21][CH2:22][CH2:23][C:24]#[C:25][C:26]3[S:27][CH:28]=[CH:29][CH:30]=3)=[O:19])[CH:9]2[C:12]([O:14]CC)=[O:13])=[CH:4][C:3]=1[O:36][CH3:37].[OH-].[K+].Cl>O1CCOCC1.O>[Br:1][C:2]1[CH:11]=[C:10]2[C:5]([CH2:6][CH2:7][N:8]([C:17](=[O:35])[C:18]([N:20]([C:31]([CH3:34])([CH3:32])[CH3:33])[CH2:21][CH2:22][CH2:23][C:24]#[C:25][C:26]3[S:27][CH:28]=[CH:29][CH:30]=3)=[O:19])[CH:9]2[C:12]([OH:14])=[O:13])=[CH:4][C:3]=1[O:36][CH3:37] |f:1.2|. Reported procedure: A solution of 3.1 g of 3b in 30 ml of dioxane and a solution of 1.5 g of KOH in 10 ml of water were mixed and stirred for 3 hr at RT. 75 ml of water was added and the mixture was acidified with 0.5N HCl to pH3. The product was extracted with ethyl acetate. The material 3c which remained after washing, drying and concentration was used, as such, in the cyclization step. Reactants: C(C1=CC=CC=C1)OC(=O)N[C@H](C)C(=O)N(NC([C@H](CC(C)C)C(CC=C)C(NOCC1=CC=CC=C1)=O)=O)CC(C)C (2′-(N-benzyloxycarbonyl-D-alanyl)-2(R)-[1(RS)-[(benzyloxy)carbamoyl]-3-butenyl]-2′-isobutyl-4-methylvalerohydrazide). The reagents and catalysts are [Pd] (palladium-on-carbon). Solvent: CO (methanol). Yields the product N[C@H](C)C(=O)N(NC([C@H](CC(C)C)C(CCC)C(NO)=O)=O)CC(C)C (2′-(D-alanyl)-2(R)-[1(RS)-(hydroxycarbamoyl)butyl]-2′-isobutyl-4-methylvalerohydrazide). The yield is 136.9%. Reaction SMILES: C(OC([NH:11][C@@H:12]([C:14]([N:16]([CH2:40][CH:41]([CH3:43])[CH3:42])[NH:17][C:18](=[O:39])[C@@H:19]([CH:24]([C:28](=[O:38])[NH:29][O:30]CC1C=CC=CC=1)[CH2:25][CH:26]=[CH2:27])[CH2:20][CH:21]([CH3:23])[CH3:22])=[O:15])[CH3:13])=O)C1C=CC=CC=1>CO.[Pd]>[NH2:11][C@@H:12]([C:14]([N:16]([CH2:40][CH:41]([CH3:42])[CH3:43])[NH:17][C:18](=[O:39])[C@@H:19]([CH:24]([C:28](=[O:38])[NH:29][OH:30])[CH2:25][CH2:26][CH3:27])[CH2:20][CH:21]([CH3:23])[CH3:22])=[O:15])[CH3:13]. Procedure: A solution of 0.560 g of 2′-(N-benzyloxycarbonyl-D-alanyl)-2(R)-[1(RS)-[(benzyloxy)carbamoyl]-3-butenyl]-2′-isobutyl-4-methylvalerohydrazide in 25 ml of methanol was hydrogenated in the presence of 0.150 g of 5% palladium-on-carbon for 2 hours. The catalyst was removed by filtration and the solvent was evaporated. The residue was triturated with diethyl ether to give 0.480 g of 2′-(D-alanyl)-2(R)-[1(RS)-(hydroxycarbamoyl)butyl]-2′-isobutyl-4-methylvalerohydrazide in the form of a white solid. Th... The solvent is CCOC(=O)C (EtOAc). The product is BrC(CCCCCCCCCO)C (10-bromo-undecan-1-ol). Isolated yield 87.9%. Reaction conditions: time 0.5 hour. Starting materials: BrC(CCCCCCCCC(=O)O)C (10-bromoundecanoic acid), C([O-])([O-])=O.[K+].[K+] (potassium carbonate), C1CCOC1 (THF), B.C1CCOC1 (borane THF). RXN SMILES: [Br:1][CH:2]([CH3:14])[CH2:3][CH2:4][CH2:5][CH2:6][CH2:7][CH2:8][CH2:9][CH2:10][C:11](O)=[O:12].C1COCC1.B.C1COCC1.C(=O)([O-])[O-].[K+].[K+]>CCOC(C)=O>[Br:1][CH:2]([CH3:14])[CH2:3][CH2:4][CH2:5][CH2:6][CH2:7][CH2:8][CH2:9][CH2:10][CH2:11][OH:12] |f:2.3,4.5.6|. Reported procedure: A flask containing 10-bromoundecanoic acid (25.0 g, 94.2 mmol) was charged with dry THF (250 ml), immersed in an ice/water bath and fitted with an addition funnel. The addition funnel was charged with borane- THF solution (1.0M, 113 ml, 113 mmol) which was added to the stirred reaction mixture over a period of 45 minutes. 3 hrs after the addition was completed, the reaction was poured into a stirred mixture of EtOAc (500 ml) and 10% aqueous potassium carbonate (300 ml). After vigorously stirring... The reactants are CCOC(=O)c1ccc2c(c1)CC(C)(C)C(c1cccc(NC(C)(C)C(=O)N3CCN(C)CC3)c1)N2, CO, Cl, [Na+], C1CCOC1, [OH-], O. The product is CN1CCN(C(=O)C(C)(C)Nc2cccc(C3Nc4ccc(C(=O)O)cc4CC3(C)C)c2)CC1. Reaction SMILES: [CH2:1]([CH3:2])[O:3][C:4](=[O:5])[c:6]1[cH:7][c:8]2[c:13]([cH:14][cH:15]1)[NH:12][CH:11]([c:16]1[cH:17][c:18]([NH:22][C:23]([C:24](=[O:25])[N:26]3[CH2:27][CH2:28][N:29]([CH3:32])[CH2:30][CH2:31]3)([CH3:33])[CH3:34])[cH:19][cH:20][cH:21]1)[C:10]([CH3:35])([CH3:36])[CH2:9]2.[CH3:38][OH:39].[ClH:37].[Na+:46].[O:40]1[CH2:41][CH2:42][CH2:43][CH2:44]1.[OH-:45].[OH2:47]>>[O:3]=[C:4]([OH:5])[c:6]1[cH:7][c:8]2[c:13]([cH:14][cH:15]1)[NH:12][CH:11]([c:16]1[cH:17][c:18]([NH:22][C:23]([C:24](=[O:25])[N:26]3[CH2:27][CH2:28][N:29]([CH3:32])[CH2:30][CH2:31]3)([CH3:33])[CH3:34])[cH:19][cH:20][cH:21]1)[C:10]([CH3:35])([CH3:36])[CH2:9]2. Starting materials: O=C([O-])[O-], CCOC(=O)Cc1cn(Cc2ccccc2)nc1O, CN(C)C=O, Cc1oc(-c2ccccc2)nc1COc1ccc(CCl)cn1, [K+], [K+], O. Yields the product CCOC(=O)Cc1cn(Cc2ccccc2)nc1OCc1ccc(OCc2nc(-c3ccccc3)oc2C)nc1. Reaction SMILES: [C:42](=[O:43])([O-:44])[O-:45].[CH2:1]([c:2]1[cH:3][cH:4][cH:5][cH:6][cH:7]1)[n:8]1[n:9][c:10]([OH:19])[c:11]([CH2:13][C:14](=[O:15])[O:16][CH2:17][CH3:18])[cH:12]1.[CH3:48][N:49]([CH3:50])[CH:51]=[O:52].[Cl:20][CH2:21][c:22]1[cH:23][cH:24][c:25]([O:28][CH2:29][c:30]2[n:31][c:32](-[c:36]3[cH:37][cH:38][cH:39][cH:40][cH:41]3)[o:33][c:34]2[CH3:35])[n:26][cH:27]1.[K+:46].[K+:47].[OH2:53]>>[CH2:1]([c:2]1[cH:3][cH:4][cH:5][cH:6][cH:7]1)[n:8]1[n:9][c:10]([O:19][CH2:21][c:22]2[cH:23][cH:24][c:25]([O:28][CH2:29][c:30]3[n:31][c:32](-[c:36]4[cH:37][cH:38][cH:39][cH:40][cH:41]4)[o:33][c:34]3[CH3:35])[n:26][cH:27]2)[c:11]([CH2:13][C:14](=[O:15])[O:16][CH2:17][CH3:18])[cH:12]1. The reactants are Cl.COC([C@@H](N)CC1=CC=C(C=C1)C1=C(C=CC=C1)OC)=O (4-(2-methoxyphenyl)-L-phenylalanine methyl ester hydrochloride), C1(=CC=CC=C1)[C@@H](C(=O)O)C ((S)-2-phenylpropionic acid), C=1C=CC2=C(C1)N=NN2O (HOBT), CCN(C(C)C)C(C)C (DIEA). Run in CN(C)C=O (DMF), C(CCl)Cl (EDC). Run at time 18 hour. The product is COC([C@@H](NC([C@@H](C)C1=CC=CC=C1)=O)CC1=CC=C(C=C1)C1=C(C=CC=C1)OC)=O (N-[(S)-2-phenylpropionyl]-4-(2-methoxyphenyl)-L-phenylalanine methyl ester). Yield: 79.6%. Reaction SMILES: Cl.[CH3:2][O:3][C:4](=[O:22])[C@H:5]([CH2:7][C:8]1[CH:13]=[CH:12][C:11]([C:14]2[CH:19]=[CH:18][CH:17]=[CH:16][C:15]=2[O:20][CH3:21])=[CH:10][CH:9]=1)[NH2:6].[C:23]1([C@H:29]([CH3:33])[C:30](O)=[O:31])[CH:28]=[CH:27][CH:26]=[CH:25][CH:24]=1.C1C=CC2N(O)N=NC=2C=1.CCN(C(C)C)C(C)C>CN(C=O)C.C(Cl)CCl>[CH3:2][O:3][C:4](=[O:22])[C@H:5]([CH2:7][C:8]1[CH:13]=[CH:12][C:11]([C:14]2[CH:19]=[CH:18][CH:17]=[CH:16][C:15]=2[O:20][CH3:21])=[CH:10][CH:9]=1)[NH:6][C:30](=[O:31])[C@H:29]([C:23]1[CH:28]=[CH:27][CH:26]=[CH:25][CH:24]=1)[CH3:33] |f:0.1|. Procedure: A mixture of 4-(2-methoxyphenyl)-L-phenylalanine methyl ester hydrochloride (0.03 g), (S)-2-phenylpropionic acid (0.014 g), EDC (0.02 g), HOBT (0.021 g) and DIEA (0.034 mL) in DMF (5 mL) was stirred at room temperature for 18 h. DMF was removed and the residue was partitioned between EtOAc and water. The organic layer was evaporated and washed sequentially with 10% citric acid, satd. NaHCO3 and brine. The resulting organic layer was dried (MgSO4), evaporated and the residue was purified by flash... The reactants are CS(=O)(=O)C1=NC=CC(=N1)N1C=NC2=C1C=CC=C2 (2-Methanesulfonyl-4-[benzimidazol-1-yl]pyrimidine), ClC1=C(CN)C=CC=C1Cl (2,3-dichlorobenzylamine). Yields the product ClC1=C(CNC2=NC=CC(=N2)N2C=NC3=C2C=CC=C3)C=CC=C1Cl (2-[2,3-Dichlorobenzylamino]-4-[benzimidazol-1-yl]pyrimidine). RXN SMILES: CS([C:5]1[N:10]=[C:9]([N:11]2[C:15]3[CH:16]=[CH:17][CH:18]=[CH:19][C:14]=3[N:13]=[CH:12]2)[CH:8]=[CH:7][N:6]=1)(=O)=O.[Cl:20][C:21]1[C:28]([Cl:29])=[CH:27][CH:26]=[CH:25][C:22]=1[CH2:23][NH2:24]>>[Cl:20][C:21]1[C:28]([Cl:29])=[CH:27][CH:26]=[CH:25][C:22]=1[CH2:23][NH:24][C:5]1[N:10]=[C:9]([N:11]2[C:15]3[CH:16]=[CH:17][CH:18]=[CH:19][C:14]=3[N:13]=[CH:12]2)[CH:8]=[CH:7][N:6]=1. Procedure: 2-Methanesulfonyl-4-[benzimidazol-1-yl]pyrimidine was reacted with 2,3-dichlorobenzylamine according to the procedure described in EXAMPLE 1, Step C to afford the title compound. Mass Spectrum (ESI): m/e 370.1 (M+1). 1H NMR (500 MHz, CDCl3): δ partial 8.58 (s, 1H); 8.44 (d, J=5.5 Hz, 1H); 7.93 (br s, 1H); 7.85 (d, J=8.3 Hz, 1H); 7.19 (t, J=5.8 Hz, 1H); 6.86 (d, J=5.5 Hz, 1H); 5.88 (br s, 1H); 4.86 (d, J=6.4 Hz, 2H).